From a dataset of the Open Reaction Database (ORD), a public repository of structured organic reaction records. describe an organic reaction: reactants, conditions, products, and yield Starting materials: BrBr (Bromine), C(C)OC(CCC(=O)C)=O (ethyllevulinate), N#N (N2). The solvent is CCO (EtOH). Reaction conditions: time 0.5 hour. The product is C(C)OC(CCC(CBr)=O)=O (5-Bromo-4-oxo-pentanoic acid ethyl ester). As a reaction SMILES: [Br:1]Br.[CH2:3]([O:5][C:6](=[O:12])[CH2:7][CH2:8][C:9]([CH3:11])=[O:10])[CH3:4].N#N>CCO>[CH2:3]([O:5][C:6](=[O:12])[CH2:7][CH2:8][C:9](=[O:10])[CH2:11][Br:1])[CH3:4]. Procedure details: Bromine (22 g, 7.2 mL, 138.8 mmol) was added to a solution of ethyllevulinate (20 g, 138.8 mmol) in 250 mL EtOH at room temperature under a flow of N2 for a period of 0.5 h. After the addition was complete, the reaction mixture was stirred at room temperature for another 0.5 h, and then refluxed for 1.5 h. The reaction mixture was cooled to room temperature and concentrated in vacuo. The residue was taken into ether, washed with saturated aqueous NaHCO3 (3×50 mL), water, brine, dried (MgSO4) and... RXN SMILES: [C:24](=[O:25])([O-:26])[O-:27].[CH2:11]([c:12]1[cH:13][cH:14][cH:15][cH:16][cH:17]1)[N:18]1[CH2:19][CH2:20][NH:21][CH2:22][CH2:23]1.[CH2:33]([Cl:34])[Cl:35].[CH3:30][C:31]#[N:32].[F:1][c:2]1[cH:3][cH:4][c:5]([N+:8](=[O:9])[O-:10])[cH:6][cH:7]1.[K+:28].[K+:29]>>[c:2]1([N:21]2[CH2:20][CH2:19][N:18]([CH2:11][c:12]3[cH:13][cH:14][cH:15][cH:16][cH:17]3)[CH2:23][CH2:22]2)[cH:3][cH:4][c:5]([N+:8](=[O:9])[O-:10])[cH:6][cH:7]1. Starting materials: O=C([O-])[O-], c1ccc(CN2CCNCC2)cc1, ClCCl, CC#N, O=[N+]([O-])c1ccc(F)cc1, [K+], [K+]. Product: O=[N+]([O-])c1ccc(N2CCN(Cc3ccccc3)CC2)cc1. Product: C1(=CC=CC=C1)C1=CSC=2N(C(C=CC21)=O)C2=CC=CC=C2 (3,7-Diphenylthieno[2,3-b]pyridin-6(7H)-one). As a reaction SMILES: Cl.[O:2]=[C:3]1[N:8]([C:9]2[CH:14]=[CH:13][CH:12]=[CH:11][CH:10]=2)[C:7]2[S:15][C:16](C(O)=O)=[C:17]([C:18]3[CH:23]=[CH:22][CH:21]=[CH:20][CH:19]=3)[C:6]=2[CH:5]=[CH:4]1.[OH-].[Na+]>O1CCOCC1>[C:18]1([C:17]2[C:6]3[CH:5]=[CH:4][C:3](=[O:2])[N:8]([C:9]4[CH:10]=[CH:11][CH:12]=[CH:13][CH:14]=4)[C:7]=3[S:15][CH:16]=2)[CH:19]=[CH:20][CH:21]=[CH:22][CH:23]=1 |f:2.3|. Starting materials: Cl (HCl), O=C1C=CC2=C(N1C1=CC=CC=C1)SC(=C2C2=CC=CC=C2)C(=O)O (6-oxo-3,7-diphenyl-6,7-dihydrothieno[2,3-b]pyridine-2-carboxylic acid), [OH-].[Na+] (NaOH). Run in O1CCOCC1 (dioxane). Procedure: 2M HCl(aq) (10 mL) was added to a solution of the compound of Example 59 (300 mg, 0.864 mmol) in dioxane (30 mL) and the mixture heated at reflux for 16 h. The cooled reaction mixture was poured into 10% NaOH(aq) (50 mL) and extracted with DCM (2×50 mL) The combined organic fractions were dried (Na2SO4), filtered and concentrated in vacuo to give the title compound as a white solid in quantitative yield. δH (CDCl3) 7.83 (1H, d, J 9 Hz), 7.7–7.35 (10 H, m), 6.80 (1H, s), 6.67 (1H, d, J 9 Hz). m/z... The reactants are [SiH3][SiH3] (disilane), C(C)(C)NC(C)C (diisopropylamine), [SiH3][SiH3] (disilane), C(C)(C)NC(C)C (diisopropylamine), C(C)NCC (diethylamine), stainless steel, C(C)NCC (diethylamine), stainless steel. Reagents/catalysts: [Ru] (ruthenium on carbon), [Ru] (ruthenium), [Ru] (Ruthenium on carbon). Reaction conditions: temperature 125 celsius, time 5 hour. Product: C(C)(C)N(C(C)C)[SiH]([SiH3])N(CC)CC (Diisopropylaminodiethylaminodisilane). Reaction SMILES: [SiH3:1][SiH3:2].[CH:3]([NH:6][CH:7]([CH3:9])[CH3:8])([CH3:5])[CH3:4].[CH2:10]([NH:12][CH2:13][CH3:14])[CH3:11]>[Ru]>[CH:3]([N:6]([SiH:1]([N:12]([CH2:13][CH3:14])[CH2:10][CH3:11])[SiH3:2])[CH:7]([CH3:9])[CH3:8])([CH3:5])[CH3:4]. Procedure details: Diisopropylaminodiethylaminodisilane is synthesized in a pressurized reactor vessel by the reaction between disilane, diisopropylamine and diethylamine catalyzed by commercially available Ruthenium on carbon: A 0.3 L autoclave (reaction vessel) equipped with a mechanical stirrer, a thermocouple, a pressure gauge and a pressure transducer and 3 metering valves, as illustrated in FIG. 1, is charged with 6 g (0.003 mmol of ruthenium) of 5% weight ruthenium on carbon catalyst. The reactor is then he...